From a dataset of the Open Reaction Database (ORD), a public repository of structured organic reaction records. describe an organic reaction: reactants, conditions, products, and yield Reactants: NC=1C=C(C=CC1N)C1=CC(=C(N)C=C1)N (3,3'-Diaminobenzidine), C(\C=C\C=C\C(=O)O)(=O)O (trans,trans-muconic acid). Yields the product C#C.C#C.N1=CNC2=C1C=CC=C2.N2=CNC1=C2C=CC=C1 (benzobisimidazole Divinylene). RXN SMILES: N[C:2]1C=C([C:9]2[CH:15]=[CH:14][C:12]([NH2:13])=[C:11]([NH2:16])[CH:10]=2)C=C[C:7]=1N.[C:17](O)(=O)/[CH:18]=C/C=C/C(O)=O>>[CH:2]#[CH:7].[CH:17]#[CH:18].[N:13]1[C:12]2[CH:14]=[CH:15][CH:9]=[CH:10][C:11]=2[NH:16][CH:17]=1.[N:13]1[C:12]2[CH:14]=[CH:15][CH:9]=[CH:10][C:11]=2[NH:16][CH:17]=1 |f:2.3.4.5|. Reported procedure: 3,3'-Diaminobenzidine (1.508 g, 7.04 mmol) was dehydrochlorinated with 83.3 wt % deaerated PPA in accordance with the procedure enumerated in Example 1. The product of this dehydrochlorination was reacted with trans,trans-muconic acid (1.0 g, 7.04 mmol) in accordance with the procedure of Example 1. This polymerization reaction was conducted for a total of 30 hours, the first 6 hours of which were at a temperature of 100° C. and the final 24 hours at 140° C. The product of this reaction was a ye... The reactants are Cc1ccc2c(c1)-c1csc(N3C(=O)c4ccccc4C3=O)c1C2=O, Cc1cccc2c1C(=O)c1c-2csc1N1C(=O)c2ccccc2C1=O, CCO, NN, O. Yields the product Cc1ccc2c(c1)-c1csc(N)c1C2=O. Reaction SMILES: [CH3:1][c:2]1[cH:3][cH:4][c:5]2[c:9]([cH:10]1)-[c:8]1[c:7]([c:13]([N:14]3[C:15](=[O:16])[c:17]4[c:18]([cH:19][cH:20][cH:21][cH:22]4)[C:23]3=[O:24])[s:12][cH:11]1)[C:6]2=[O:25].[CH3:26][c:27]1[c:28]2[c:47]([cH:48][cH:49][cH:50]1)-[c:32]1[c:31]([c:35]([N:36]3[C:37](=[O:38])[c:39]4[c:40]([cH:41][cH:42][cH:43][cH:44]4)[C:45]3=[O:46])[s:34][cH:33]1)[C:29]2=[O:30].[CH3:54][CH2:55][OH:56].[NH2:52][NH2:53].[OH2:51]>>[CH3:1][c:2]1[cH:3][cH:4][c:5]2[c:9]([cH:10]1)-[c:8]1[c:7]([c:13]([NH2:14])[s:12][cH:11]1)[C:6]2=[O:25]. Starting materials: [H-].[Na+] (Sodium hydride), OCCC1N(CCCC1)C(=O)OCCCCCCCCCCCCCCCCCC (octadecyl 2-(2-hydroxyethyl)piperidinecarboxylate), BrCCCCCl (1-bromo-4-chlorobutane). Run in O1CCCC1 (tetrahydrofuran). Yields the product ClCCCCOCCC1N(CCCC1)C(=O)OCCCCCCCCCCCCCCCCCC (octadecyl 2-(4-chlorobutoxyethyl)piperidinecarboxylate). RXN SMILES: [H-].[Na+].[OH:3][CH2:4][CH2:5][CH:6]1[CH2:11][CH2:10][CH2:9][CH2:8][N:7]1[C:12]([O:14][CH2:15][CH2:16][CH2:17][CH2:18][CH2:19][CH2:20][CH2:21][CH2:22][CH2:23][CH2:24][CH2:25][CH2:26][CH2:27][CH2:28][CH2:29][CH2:30][CH2:31][CH3:32])=[O:13].Br[CH2:34][CH2:35][CH2:36][CH2:37][Cl:38]>O1CCCC1>[Cl:38][CH2:37][CH2:36][CH2:35][CH2:34][O:3][CH2:4][CH2:5][CH:6]1[CH2:11][CH2:10][CH2:9][CH2:8][N:7]1[C:12]([O:14][CH2:15][CH2:16][CH2:17][CH2:18][CH2:19][CH2:20][CH2:21][CH2:22][CH2:23][CH2:24][CH2:25][CH2:26][CH2:27][CH2:28][CH2:29][CH2:30][CH2:31][CH3:32])=[O:13] |f:0.1|. Procedure details: Sodium hydride is added to tetrahydrofuran solution of octadecyl 2-(2-hydroxyethyl)piperidinecarboxylate and the mixture is reacted at 0° C. Then, 1-bromo-4-chlorobutane is added to the reaction mixture and reacted to obtain octadecyl 2-(4-chlorobutoxyethyl)piperidinecarboxylate. Starting materials: N1C(CNCC1)CO (2-piperazinemethanol), C(C)(=O)OC(C)=O (acetic anhydride), C([O-])([O-])=O.[Na+].[Na+] (sodium carbonate), [Cl-].[Na+] (sodium chloride). Reported procedure: A solution of 2-piperazinemethanol (197 mg) and triethylamine (0.35 ml, 0.26 g) in water (4 ml) was treated with a mixture of acetic anhydride (0.16 ml) and water (1.5 ml) and was stirred at room temperature for 2 h. The solution was basified with sodium carbonate solution (2N, 1 ml), saturated with sodium chloride (1 g) and washed with dichloromethane (10 ml). The aqueous phase was evaporated in vacuo to give a solid which was purified by flash column chromatography eluting with dichloromethane... RXN SMILES: [NH:1]1[CH2:6][CH2:5][NH:4][CH2:3][CH:2]1[CH2:7][OH:8].[C:9](OC(=O)C)(=[O:11])[CH3:10].C(=O)([O-])[O-].[Na+].[Na+].[Cl-].[Na+]>O.C(N(CC)CC)C>[NH3:1].[C:9]([N:4]1[CH2:5][CH2:6][NH:1][CH:2]([CH2:7][OH:8])[CH2:3]1)(=[O:11])[CH3:10] |f:2.3.4,5.6|. Run at time 2 hour. Yields the product N (ammonia), C(C)(=O)N1CC(NCC1)CO (4-Acetyl-2-piperazinemethanol). Solvent: O (water), O (water), C(C)N(CC)CC (triethylamine). Reactants: ClC=1C=C(C=C(C1)Cl)C (3,5-dichlorotoluene), CCCCCC (hexane), C1(=CC=CC2=CC=CC=C12)C(=O)Cl (1-naphthoyl chloride). Solvent: O1CCCC1 (tetrahydrofuran), C(CCC)[Li] (n-butyllithium), O1CCCC1 (tetrahydrofuran). Conditions: temperature -60 celsius, time 1 hour. Product: C1(=CC=CC2=CC=CC=C12)C(=O)C1=C(C=C(C=C1Cl)C)Cl (4-(1-Naphthoyl)-3,5-dichlorotoluene). The yield is 104.1%. RXN SMILES: [Cl:1][C:2]1[CH:3]=[C:4]([CH3:9])[CH:5]=[C:6]([Cl:8])[CH:7]=1.CCCCCC.[C:16]1([C:26](Cl)=[O:27])[C:25]2[C:20](=[CH:21][CH:22]=[CH:23][CH:24]=2)[CH:19]=[CH:18][CH:17]=1>O1CCCC1.C([Li])CCC>[C:16]1([C:26]([C:7]2[C:2]([Cl:1])=[CH:3][C:4]([CH3:9])=[CH:5][C:6]=2[Cl:8])=[O:27])[C:25]2[C:20](=[CH:21][CH:22]=[CH:23][CH:24]=2)[CH:19]=[CH:18][CH:17]=1. Procedure details: To a stirred, cold (-60° C.) solution of 3,5-dichlorotoluene (3.5 g, 21.7 mmol) in dry tetrahydrofuran (30 ml), 2.6 M n-butyllithium in hexane (8.78 ml, 22.8 mmol) was added dropwise over 15 minutes. The reaction mixture was stirred for one hour at -60° C. and then treated with a solution of 1-naphthoyl chloride (4.14 g, 21.7 mmol) in 15 ml of dry tetrahydrofuran over a period of 15 minutes. The mixture was stirred for 3.5 hours at -60° C. and then quenched with 4.8 ml of saturated NH4Cl solutio... Reactants: CCOC(C)=O, CCOC(C)=O, CC(C)(C)OC(=O)N1CCCC1C(=O)N1CCc2ccccc2C1C1CCCCC1, Cl. Yields the product O=C(C1CCCN1)N1CCc2ccccc2C1C1CCCCC1. RXN SMILES: [CH3:2][CH2:3][O:4][C:5]([CH3:6])=[O:7].[CH3:38][CH2:39][O:40][C:41]([CH3:42])=[O:43].[CH:8]1([CH:14]2[N:15]([C:24](=[O:25])[CH:26]3[N:27]([C:31]([O:32][C:33]([CH3:34])([CH3:35])[CH3:36])=[O:37])[CH2:28][CH2:29][CH2:30]3)[CH2:16][CH2:17][c:18]3[cH:19][cH:20][cH:21][cH:22][c:23]32)[CH2:9][CH2:10][CH2:11][CH2:12][CH2:13]1.[ClH:1]>>[CH:8]1([CH:14]2[N:15]([C:24](=[O:25])[CH:26]3[NH:27][CH2:28][CH2:29][CH2:30]3)[CH2:16][CH2:17][c:18]3[cH:19][cH:20][cH:21][cH:22][c:23]32)[CH2:9][CH2:10][CH2:11][CH2:12][CH2:13]1.